describe an organic reaction: reactants, conditions, products, and yield From a dataset of the Open Reaction Database (ORD), a public repository of structured organic reaction records. The reactants are OC=1C=C(C=C(C1)F)C1(CCOCC1)SC (4-(3-hydroxy-5-fluorophenyl)-4-methylthio-3,4,5,6-tetrahydro-2H-pyran), CO.O (methanol water). Run at time 2 hour. Product: OC=1C=C(C=C(C1)F)C1(CCOCC1)S(=O)C (4(3-Hydroxy-5-fluorophenyl)-4-methylsulfinyl-3,4,5,6-tetrahydro-2H-pyran). Yield: 94.0%. RXN SMILES: [OH:1][C:2]1[CH:3]=[C:4]([C:9]2([S:15][CH3:16])[CH2:14][CH2:13][O:12][CH2:11][CH2:10]2)[CH:5]=[C:6]([F:8])[CH:7]=1.C[OH:18].O>>[OH:1][C:2]1[CH:3]=[C:4]([C:9]2([S:15]([CH3:16])=[O:18])[CH2:14][CH2:13][O:12][CH2:11][CH2:10]2)[CH:5]=[C:6]([F:8])[CH:7]=1 |f:1.2|. Procedure details: To a stirred solution of 4-(3-hydroxy-5-fluorophenyl)-4-methylthio-3,4,5,6-tetrahydro-2H-pyran (749 mg, 3.1 mmol)(EP 462830 A2 (1991)) in methanol-water (1:1.v/v; 20 ml) cooled to 0° C. was added NalO4 (710 mg, 3.3 mmol), the ice bath removed and the mixture stirred at room temperature for 2 hours. The reaction mixture was poured into water (50 ml) and extracted with ethyl acetate (50 ml). The organic extract was washed with water (50 ml), brine (50 ml), dried (MgSO4) and concentrated in vacuo. ...